From a dataset of the Open Reaction Database (ORD), a public repository of structured organic reaction records. describe an organic reaction: reactants, conditions, products, and yield The reactants are O=c1[nH]c2ccc(Cl)cc2cc1-c1ccccc1, O, O=P(Cl)(Cl)Cl. Yields the product Clc1ccc2nc(Cl)c(-c3ccccc3)cc2c1. As a reaction SMILES: [Cl:1][c:2]1[cH:3][c:4]2[cH:5][c:6](-[c:13]3[cH:14][cH:15][cH:16][cH:17][cH:18]3)[c:7](=[O:12])[nH:8][c:9]2[cH:10][cH:11]1.[OH2:24].[P:19]([Cl:20])([Cl:21])([Cl:22])=[O:23]>>[Cl:1][c:2]1[cH:3][c:4]2[cH:5][c:6](-[c:13]3[cH:14][cH:15][cH:16][cH:17][cH:18]3)[c:7]([Cl:21])[n:8][c:9]2[cH:10][cH:11]1. Reactants: F[C@H]([C@@H](C(CO)O)NC(OC(C)(C)C)=O)C1=CC=CC=C1 (tert-butyl (1S,2R)-1-fluoro-3,4-dihydroxy-1-phenylbutan-2-ylcarbamate), TEA, O(S(=O)(=O)C(F)(F)F)[Si](C)(C)C(C)(C)C (tert-butyldimethylsilyl triflate). Isolated yield 94.0%. The solvent is C(Cl)Cl (DCM). Procedure: To a 500 mL RBF containing tert-butyl (1S,2R)-1-fluoro-3,4-dihydroxy-1-phenylbutan-2-ylcarbamate (98.00 mg, 327 mmol) was added DCM (5 mL) and the mixture was allowed to stir at 0° C. for 5 min. At this time, TEA (274 μA, 1964 mmol) and tert-butyldimethylsilyl triflate (188 μl, 818 μmol) was added to the mixture via syringe. The reaction was allowed to stir for 30 min and then quenched with sodium bicarbonate (50 ml, sat). The aq. layer was extracted with DCM (3×25 ml). The combined organics wer... As a reaction SMILES: [F:1][C@@H:2]([C:16]1[CH:21]=[CH:20][CH:19]=[CH:18][CH:17]=1)[C@H:3]([NH:8][C:9](=[O:15])[O:10][C:11]([CH3:14])([CH3:13])[CH3:12])[CH:4]([OH:7])[CH2:5][OH:6].O([Si:30]([C:33]([CH3:36])([CH3:35])[CH3:34])([CH3:32])[CH3:31])S(C(F)(F)F)(=O)=O>C(Cl)Cl>[Si:30]([O:7][CH:4]([CH2:5][O:6][Si:30]([C:33]([CH3:36])([CH3:35])[CH3:34])([CH3:32])[CH3:31])[CH:3]([NH:8][C:9](=[O:15])[O:10][C:11]([CH3:14])([CH3:13])[CH3:12])[C@H:2]([F:1])[C:16]1[CH:17]=[CH:18][CH:19]=[CH:20][CH:21]=1)([C:33]([CH3:36])([CH3:35])[CH3:34])([CH3:32])[CH3:31]. Product: [Si](C)(C)(C(C)(C)C)OC(C([C@@H](C1=CC=CC=C1)F)NC(OC(C)(C)C)=O)CO[Si](C)(C)C(C)(C)C ((R)-tert-butyl 3,4-bis(tert-butyldimethylsilyloxy)-1-fluoro-1-phenylbutan-2-ylcarbamate). Run at temperature 0 celsius, time 5 minute. Solvent: C(C)(=O)O (acetic acid), O (water). Procedure details: 6-Amino-3-methyl-1-n-propyluracil (10.46 g, 57.8 mmol) was dissolved in 10 ml of acetic acid at 90° C. Then, with stirring, a solution of sodium nitrite (4.19 g, 60.8 mmol) in 100 ml of water was added in 10 ml portions over 5 minutes. A purple color formed immediately followed by a purple precipitate. The mixture was cooled in the freezer for 20 minutes and then the precipitate was collected by vacuum filtration, washed with water (2×30 ml) and acetone (2×10 ml), and air-dried to give 6-amino-3... Starting materials: NC1=CC(N(C(N1CCC)=O)C)=O (6-Amino-3-methyl-1-n-propyluracil), N(=O)[O-].[Na+] (sodium nitrite). Isolated yield 81.7%. RXN SMILES: [NH2:1][C:2]1[N:7]([CH2:8][CH2:9][CH3:10])[C:6](=[O:11])[N:5]([CH3:12])[C:4](=[O:13])[CH:3]=1.[N:14]([O-])=[O:15].[Na+]>C(O)(=O)C.O>[NH2:1][C:2]1[N:7]([CH2:8][CH2:9][CH3:10])[C:6](=[O:11])[N:5]([CH3:12])[C:4](=[O:13])[C:3]=1[N:14]=[O:15] |f:1.2|. Product: NC1=C(C(N(C(N1CCC)=O)C)=O)N=O (6-amino-3-methyl-5-nitroso-1-n-propyluracil). Reactants: C(C)(C)(C)[Si](OCCN)(C1=CC=CC=C1)C1=CC=CC=C1 (2-(tert-butyldiphenyl-silanyloxy)-ethylamine), N1=CC=CC=C1 (pyridine), [N+](=O)([O-])C=1C=C(C=CC1)CS(=O)(=O)Cl (3-nitro-alpha-toluenesulfonyl chloride), C(C)(C)(C)[Si](OCCNS(=O)(=O)CC1=CC(=CC=C1)[N+](=O)[O-])(C1=CC=CC=C1)C1=CC=CC=C1 (N-[2-(tert-butyldiphenyl-silanyloxy)-ethyl]-C-(3-nitrophenyl)-methanesulfonamide). Reagents/catalysts: [Pd] (Pd/C). The solvent is ClCCl (dichloromethane), CO (methanol), ClCCl (dichloromethane). Reaction conditions: time 8 hour. Yields the product NC=1C=C(C=CC1)CS(=O)(=O)NCCO[Si](C1=CC=CC=C1)(C1=CC=CC=C1)C(C)(C)C (C-(3-aminophenyl)-N-[2-(tert-butyldiphenylsilanyloxy)-ethyl]methanesulfonamide). As a reaction SMILES: C([Si](C1C=CC=CC=1)(C1C=CC=CC=1)OCCN)(C)(C)C.N1C=CC=CC=1.[N+](C1C=C(CS(Cl)(=O)=O)C=CC=1)([O-])=O.[C:42]([Si:46]([C:70]1[CH:75]=[CH:74][CH:73]=[CH:72][CH:71]=1)([C:64]1[CH:69]=[CH:68][CH:67]=[CH:66][CH:65]=1)[O:47][CH2:48][CH2:49][NH:50][S:51]([CH2:54][C:55]1[CH:60]=[CH:59][CH:58]=[C:57]([N+:61]([O-])=O)[CH:56]=1)(=[O:53])=[O:52])([CH3:45])([CH3:44])[CH3:43]>ClCCl.CO.[Pd]>[NH2:61][C:57]1[CH:56]=[C:55]([CH2:54][S:51]([NH:50][CH2:49][CH2:48][O:47][Si:46]([C:42]([CH3:45])([CH3:44])[CH3:43])([C:70]2[CH:75]=[CH:74][CH:73]=[CH:72][CH:71]=2)[C:64]2[CH:65]=[CH:66][CH:67]=[CH:68][CH:69]=2)(=[O:52])=[O:53])[CH:60]=[CH:59][CH:58]=1. Procedure: To a stirred solution of 2-(tert-butyldiphenyl-silanyloxy)-ethylamine (0.76 g, 2.54 mmol) in dichloromethane (15 ml) and pyridine (0.21 ml, 2.54 mmol) at room temperature was added 3-nitro-alpha-toluenesulfonyl chloride (0.50 g, 2.12 mmol) in one portion and the reaction stirred overnight. The reaction was diluted with dichloromethane (35 ml), washed with aqueous copper sulfate and brine, dried over sodium sulfate and concentrated to give a crude product. The crude N-[2-(tert-butyldiphenyl-silan... Solvent: ice water, CC(=O)C (acetone). Starting materials: Cl (HCl), [S-]C#N.[K+] (potassium thiocyanate), C(CCC)NCCCC (dibutylamine), C(C1=CC(=CC=C1)OC)(=O)Cl (m-anisoyl chloride). Yields the product C(CCC)N(C(=S)NC(C1=CC(=CC=C1)OC)=O)CCCC (N,N-Dibutyl-N′-(3-methoxybenzoyl)thiourea). Reaction SMILES: [S-:1][C:2]#[N:3].[K+].[C:5](Cl)(=[O:14])[C:6]1[CH:11]=[CH:10][CH:9]=[C:8]([O:12][CH3:13])[CH:7]=1.[CH2:16]([NH:20][CH2:21][CH2:22][CH2:23][CH3:24])[CH2:17][CH2:18][CH3:19].Cl>CC(C)=O>[CH2:16]([N:20]([CH2:21][CH2:22][CH2:23][CH3:24])[C:2]([NH:3][C:5](=[O:14])[C:6]1[CH:11]=[CH:10][CH:9]=[C:8]([O:12][CH3:13])[CH:7]=1)=[S:1])[CH2:17][CH2:18][CH3:19] |f:0.1|. Run at time 8 hour. Procedure details: To a solution of 38.87 g (0.40 mol) of potassium thiocyanate in 630 ml of acetone was added dropwise over 15 min, 68.24 g (0.40 mol) m-anisoyl chloride. The mixture was heated to reflux and maintained at reflux for 20 mins. To this mixture was added 51.7 g (0.40 mol) of dibutylamine over 10 min. The mixture was stirred overnight. The mixture was added to a mixture of 103 ml of conc. HCl in 840 ml of ice water. The oily residue was extracted with methylene chloride, dried over magnesium sulfate a... Reactants: CN1CCOCC1, CO, CN(C)C=O, CCOC(=O)CCNC(CNCC1CC1)c1ccccc1, [Na+], [OH-], [N-]=[N+]=NP(=O)(c1ccccc1)c1ccccc1. The product is O=C1CCNC(c2ccccc2)CN1CC1CC1. As a reaction SMILES: [CH3:41][N:42]1[CH2:43][CH2:44][O:45][CH2:46][CH2:47]1.[CH3:48][OH:49].[CH3:50][N:51]([CH3:52])[CH:53]=[O:54].[CH:3]1([CH2:6][NH:7][CH2:8][CH:9]([c:10]2[cH:11][cH:12][cH:13][cH:14][cH:15]2)[NH:16][CH2:17][CH2:18][C:19]([O:21][CH2:20][CH3:22])=[O:23])[CH2:4][CH2:5]1.[Na+:2].[OH-:1].[c:24]1([P:25]([N:26]=[N+:27]=[N-:28])([c:29]2[cH:30][cH:31][cH:32][cH:33][cH:34]2)=[O:35])[cH:36][cH:37][cH:38][cH:39][cH:40]1>>[CH:3]1([CH2:6][N:7]2[CH2:8][CH:9]([c:10]3[cH:11][cH:12][cH:13][cH:14][cH:15]3)[NH:16][CH2:17][CH2:18][C:19]2=[O:21])[CH2:4][CH2:5]1. The reactants are FC1=CC=C(C=C1)C(C(CC(C(C)C)=O)C1=CC=CC=C1)=O (1-(4-fluorophenyl)-5-methyl-2-phenyl-1,4-hexanedione), NCC[C@@H]1C[C@@H](OC2(O1)CCCCC2)CC(=O)OC(C)(C)C (t-butyl 2-((2R,4R)-4-(2-aminoethyl)-1,5-dioxaspiro[5.5]undecan-2-yl)acetate). The product is FC1=CC=C(C=C1)C=1N(C(=CC1C1=CC=CC=C1)C(C)C)CC[C@@H]1C[C@@H](OC2(O1)CCCCC2)CC(=O)OC(C)(C)C (t-butyl 2-((2R,4R)-4-(2-(2-(4-fluorophenyl)-5-isopropyl-3-phenyl-1H-pyrrol-1-yl)ethyl)-1,5-dioxaspiro[5.5]undecan-2-yl)acetate). As a reaction SMILES: [F:1][C:2]1[CH:7]=[CH:6][C:5]([C:8](=O)[CH:9]([C:16]2[CH:21]=[CH:20][CH:19]=[CH:18][CH:17]=2)[CH2:10][C:11](=O)[CH:12]([CH3:14])[CH3:13])=[CH:4][CH:3]=1.[NH2:23][CH2:24][CH2:25][C@H:26]1[O:31][C:30]2([CH2:36][CH2:35][CH2:34][CH2:33][CH2:32]2)[O:29][C@@H:28]([CH2:37][C:38]([O:40][C:41]([CH3:44])([CH3:43])[CH3:42])=[O:39])[CH2:27]1>>[F:1][C:2]1[CH:7]=[CH:6][C:5]([C:8]2[N:23]([CH2:24][CH2:25][C@H:26]3[O:31][C:30]4([CH2:36][CH2:35][CH2:34][CH2:33][CH2:32]4)[O:29][C@@H:28]([CH2:37][C:38]([O:40][C:41]([CH3:44])([CH3:43])[CH3:42])=[O:39])[CH2:27]3)[C:11]([CH:12]([CH3:14])[CH3:13])=[CH:10][C:9]=2[C:16]2[CH:21]=[CH:20][CH:19]=[CH:18][CH:17]=2)=[CH:4][CH:3]=1. Reported procedure: According to the same method as in Example 4-1, the title compound was synthesized using 1-(4-fluorophenyl)-5-methyl-2-phenyl-1,4-hexanedione and t-butyl 2-((2R,4R)-4-(2-aminoethyl)-1,5-dioxaspiro[5.5]undecan-2-yl)acetate. The reactants are C1(CC1)C=1N=CC(=NC1)O[C@@H]1C[C@@H]2N(CCN(C2)C(C(C2=CC=C(C=C2)C(F)(F)F)NC(OC(C)(C)C)=O)=O)C1 (tert-butyl {2-[(7R,8aS)-7-[(5-cyclopropylpyrazin-2-yl)oxy]hexahydro-pyrrolo[1,2-a]pyrazin-2(1H)-yl]-2-oxo-1-[4-(trifluoromethyl)phenyl]ethyl}carbamate). Solvent: O1CCOCC1 (1,4-dioxane), Cl (HCl), O1CCOCC1 (1,4-dioxane). Product: NC(C(=O)N1C[C@H]2N(CC1)C[C@@H](C2)OC2=NC=C(N=C2)C2CC2)C2=CC=C(C=C2)C(F)(F)F (2-amino-1-[(7R,8aS)-7-[(5-cyclopropylpyrazin-2-yl)oxy]hexahydro-pyrrolo[1,2-a]pyrazin-2(1H)-yl]-2-[4-(trifluoromethyl)phenyl]ethanone), hydrochloride salt. As a reaction SMILES: [CH:1]1([C:4]2[N:5]=[CH:6][C:7]([O:10][C@H:11]3[CH2:40][N:14]4[CH2:15][CH2:16][N:17]([C:19](=[O:39])[CH:20]([NH:31]C(=O)OC(C)(C)C)[C:21]5[CH:26]=[CH:25][C:24]([C:27]([F:30])([F:29])[F:28])=[CH:23][CH:22]=5)[CH2:18][C@@H:13]4[CH2:12]3)=[N:8][CH:9]=2)[CH2:3][CH2:2]1>O1CCOCC1.Cl>[NH2:31][CH:20]([C:21]1[CH:22]=[CH:23][C:24]([C:27]([F:28])([F:30])[F:29])=[CH:25][CH:26]=1)[C:19]([N:17]1[CH2:16][CH2:15][N:14]2[CH2:40][C@H:11]([O:10][C:7]3[CH:6]=[N:5][C:4]([CH:1]4[CH2:3][CH2:2]4)=[CH:9][N:8]=3)[CH2:12][C@H:13]2[CH2:18]1)=[O:39]. Procedure: A solution of the product from Example 181 (0.132 g, 0.235 mmol) in 1,4-dioxane (1 mL) and 4 N HCl in 1,4-dioxane (1 mL, 4.00 mmol) was stirred at room temperature for 90 minutes and then concentrated in vacuo to give the title compound as a hydrochloride salt. 1H NMR (500 MHz, DMSO-d6) δ ppm 0.76-1.01 (m, 4 H) 1.86-4.94 (m, 12 H) 5.25-5.56 (m, 1 H) 5.70-6.01 (m, 1 H) 7.79 (d, J=6.41 Hz, 2 H) 7.85-7.98 (m, 2 H) 8.09-8.24 (m, 2 H) 8.78-9.11 (m, 3 H) 11.73-12.34 (m, 1 H); MS (APCI) m/z 462 (M+H)+. The reactants are CC1=CC=CC(=N1)OC(C1CCN(CC1)C(CCN)C)C1=CC=C(C=C1)C(F)(F)F (3-{4-[(6-methyl-pyridin-2-yloxy)-(4-trifluoromethyl-phenyl)-methyl]-piperidin-1-yl}-butylamine), CC1=C(C(=O)O)C(=CC(=C1)C1=CC=NC=C1)C (2,6-dimethyl-4-pyridin-4-yl-benzoic acid). Yields the product CC1=C(C(=O)NCCC(C)N2CCC(CC2)C(C2=CC=C(C=C2)C(F)(F)F)OC2=NC(=CC=C2)C)C(=CC(=C1)C1=CC=NC=C1)C (2,6-Dimethyl-N-(3-{4-[(6-methyl-pyridin-2-yloxy)-(4-trifluoromethyl-phenyl)-methyl]-piperidin-1-yl}-butyl)-4-pyridin-4-yl-benzamide). Isolated yield 47.6%. As a reaction SMILES: [CH3:1][C:2]1[N:7]=[C:6]([O:8][CH:9]([C:21]2[CH:26]=[CH:25][C:24]([C:27]([F:30])([F:29])[F:28])=[CH:23][CH:22]=2)[CH:10]2[CH2:15][CH2:14][N:13]([CH:16]([CH3:20])[CH2:17][CH2:18][NH2:19])[CH2:12][CH2:11]2)[CH:5]=[CH:4][CH:3]=1.[CH3:31][C:32]1[CH:40]=[C:39]([C:41]2[CH:46]=[CH:45][N:44]=[CH:43][CH:42]=2)[CH:38]=[C:37]([CH3:47])[C:33]=1[C:34](O)=[O:35]>>[CH3:47][C:37]1[CH:38]=[C:39]([C:41]2[CH:46]=[CH:45][N:44]=[CH:43][CH:42]=2)[CH:40]=[C:32]([CH3:31])[C:33]=1[C:34]([NH:19][CH2:18][CH2:17][CH:16]([N:13]1[CH2:12][CH2:11][CH:10]([CH:9]([O:8][C:6]2[CH:5]=[CH:4][CH:3]=[C:2]([CH3:1])[N:7]=2)[C:21]2[CH:22]=[CH:23][C:24]([C:27]([F:28])([F:29])[F:30])=[CH:25][CH:26]=2)[CH2:15][CH2:14]1)[CH3:20])=[O:35]. Procedure details: Using general procedure E, 3-{4-[(6-methyl-pyridin-2-yloxy)-(4-trifluoromethyl-phenyl)-methyl]-piperidin-1-yl}-butylamine (see EXAMPLE 23) (40 mg, 0.10 mmol) and 2,6-dimethyl-4-pyridin-4-yl-benzoic acid (24 mg, 0.11 mmol) afforded COMPOUND 50 (30 mg, 50%). 1H NMR (CDCl3) δ 0.50-1.10 (m, 2H), 0.95, 0.96 (d, 3H, J=6.1 Hz), 1.47-2.06 (m, 5H), 2.20, 2.22 (s, 3H), 2.26-2.45 (m, 1H), 2.42 (s, 6H), 2.56-2.87 (m, 4H), 3.24-3.41 (m, 1H), 3.76-3.94 (m, 1H), 5.16, 5.23 (d, 1H, J=8.1 Hz), 6.29 (dd, 1H, J=8.... Starting materials: ClC=1C=C(C=CC1)C(CN)O (2-(3-chlorophenyl)-2-hydroxyethylamine), COC=1C=C(C=CC1OC)CC(C)=O (3,4-dimethoxyphenylacetone), C(#N)[BH3-].[Na+] (sodium cyanoborohydride). Run in CO (methanol). Product: ClC=1C=C(C=CC1)C(O)CNC(CC1=CC(=C(C=C1)OC)OC)C (3-chloroalpha-(((2-(3,4-dimethoxyphenyl)-1-methylethyl)amino)methyl) benzenemethanol). RXN SMILES: [Cl:1][C:2]1[CH:3]=[C:4]([CH:8]([OH:11])[CH2:9][NH2:10])[CH:5]=[CH:6][CH:7]=1.[CH3:12][O:13][C:14]1[CH:15]=[C:16]([CH2:22][C:23](=O)[CH3:24])[CH:17]=[CH:18][C:19]=1[O:20][CH3:21].C([BH3-])#N.[Na+]>CO>[Cl:1][C:2]1[CH:3]=[C:4]([CH:8]([CH2:9][NH:10][CH:23]([CH3:24])[CH2:22][C:16]2[CH:17]=[CH:18][C:19]([O:20][CH3:21])=[C:14]([O:13][CH3:12])[CH:15]=2)[OH:11])[CH:5]=[CH:6][CH:7]=1 |f:2.3|. Reported procedure: In accordance with the above preferred reaction scheme 2-(3-chlorophenyl)-2-hydroxyethylamine 1, and 3,4-dimethoxyphenylacetone 2 are reacted with sodium cyanoborohydride in methanol, giving 3-chloroalpha-(((2-(3,4-dimethoxyphenyl)-1-methylethyl)amino)methyl) benzenemethanol 3 which is reacted with carbonyl diimidazole and triethylamine in tetrahydrofuran, followed by separation of isomers, giving cyclized derivative 4 which is reacted with boron tribromide in dichloromethane, giving (R*,R*)-(±)...